Dataset: the Open Reaction Database (ORD), a public repository of structured organic reaction records. Task: describe an organic reaction: reactants, conditions, products, and yield As a reaction SMILES: [CH3:1][C:2]1[C:7]([C:8]([OH:10])=O)=[CH:6][N:5]=[C:4]([C:11]2[N:16]=[CH:15][CH:14]=[CH:13][N:12]=2)[N:3]=1.[F:17][C:18]([F:30])([F:29])[C:19]1[CH:27]=[C:26]2[C:22]([CH:23]=[CH:24][N:25]2[NH2:28])=[CH:21][CH:20]=1.C[N+]1(C2N=C(OC)N=C(OC)N=2)CCOCC1.[Cl-]>CN(C=O)C.C([O-])([O-])=O.[Na+].[Na+]>[F:30][C:18]([F:17])([F:29])[C:19]1[CH:27]=[C:26]2[C:22]([CH:23]=[CH:24][N:25]2[NH:28][C:8]([C:7]2[C:2]([CH3:1])=[N:3][C:4]([C:11]3[N:16]=[CH:15][CH:14]=[CH:13][N:12]=3)=[N:5][CH:6]=2)=[O:10])=[CH:21][CH:20]=1 |f:2.3,5.6.7|. Conditions: temperature 50 celsius, time 1 hour. Run in C(=O)([O-])[O-].[Na+].[Na+] (Na2CO3), CN(C)C=O (DMF). The yield is 25.1%. Procedure details: A solution of 4-methyl-[2,2′]bipyrimidinyl-5-carboxylic acid (259 mg, 1.2 mmol) and 6-trifluoromethyl-indol-1-ylamine (200 mg, 1 mmol) in DMF (5 mL) is stirred at 50° C. for 0.5 h. The mixture is treated with DMTMM (290 mg, 1.05 mmol) and stirred at 50° C. for 1 h. The mixture is diluted with saturated aqueous Na2CO3 (5 mL) and extracted with EtOAc (3×50 mL). The combined organic layer is dried (Na2SO4), filtered and concentrated in vacuo. The residue is triturated with Et2O/heptane overnight. T... Product: FC(C1=CC=C2C=CN(C2=C1)NC(=O)C=1C(=NC(=NC1)C1=NC=CC=N1)C)(F)F (4-methyl-[2,2′]bipyrimidinyl-5-carboxylic acid (6-trifluoromethyl-indol-1-yl)-amide). Starting materials: CC1=NC(=NC=C1C(=O)O)C1=NC=CC=N1 (4-methyl-[2,2′]bipyrimidinyl-5-carboxylic acid), FC(C1=CC=C2C=CN(C2=C1)N)(F)F (6-trifluoromethyl-indol-1-ylamine), C[N+]1(CCOCC1)C2=NC(=NC(=N2)OC)OC.[Cl-] (DMTMM). Reactants: FC(F)(F)Oc1ccc(Br)cc1, COCCOC, Cc1cc(B2OC(C)(C)C(C)(C)O2)sc1CO[Si](C(C)C)(C(C)C)C(C)C, [Na+], [Na+], O=C([O-])[O-], O, c1ccc(P(c2ccccc2)(c2ccccc2)[Pd](P(c2ccccc2)(c2ccccc2)c2ccccc2)(P(c2ccccc2)(c2ccccc2)c2ccccc2)P(c2ccccc2)(c2ccccc2)c2ccccc2)cc1. Product: Cc1cc(-c2ccc(OC(F)(F)F)cc2)sc1CO[Si](C(C)C)(C(C)C)C(C)C. Reaction SMILES: [Br:28][c:29]1[cH:30][cH:31][c:32]([O:35][C:36]([F:37])([F:38])[F:39])[cH:33][cH:34]1.[CH3:46][O:47][CH2:48][CH2:49][O:50][CH3:51].[CH:1]([CH3:2])([CH3:3])[Si:4]([O:5][CH2:6][c:7]1[s:8][c:9]([B:13]2[O:14][C:15]([CH3:16])([CH3:17])[C:18]([CH3:19])([CH3:20])[O:21]2)[cH:10][c:11]1[CH3:12])([CH:22]([CH3:23])[CH3:24])[CH:25]([CH3:26])[CH3:27].[Na+:40].[Na+:41].[O-:42][C:43](=[O:44])[O-:45].[OH2:52].[cH:53]1[cH:54][cH:55][c:56]([P:57]([Pd:58]([P:59]([c:60]2[cH:61][cH:62][cH:63][cH:64][cH:65]2)([c:66]2[cH:67][cH:68][cH:69][cH:70][cH:71]2)[c:72]2[cH:73][cH:74][cH:75][cH:76][cH:77]2)([P:78]([c:79]2[cH:80][cH:81][cH:82][cH:83][cH:84]2)([c:85]2[cH:86][cH:87][cH:88][cH:89][cH:90]2)[c:91]2[cH:92][cH:93][cH:94][cH:95][cH:96]2)[P:97]([c:98]2[cH:99][cH:100][cH:101][cH:102][cH:103]2)([c:104]2[cH:105][cH:106][cH:107][cH:108][cH:109]2)[c:110]2[cH:111][cH:112][cH:113][cH:114][cH:115]2)([c:116]2[cH:117][cH:118][cH:119][cH:120][cH:121]2)[c:122]2[cH:123][cH:124][cH:125][cH:126][cH:127]2)[cH:128][cH:129]1>>[CH:1]([CH3:2])([CH3:3])[Si:4]([O:5][CH2:6][c:7]1[s:8][c:9](-[c:29]2[cH:30][cH:31][c:32]([O:35][C:36]([F:37])([F:38])[F:39])[cH:33][cH:34]2)[cH:10][c:11]1[CH3:12])([CH:22]([CH3:23])[CH3:24])[CH:25]([CH3:26])[CH3:27].